From a dataset of the Open Reaction Database (ORD), a public repository of structured organic reaction records. describe an organic reaction: reactants, conditions, products, and yield The reactants are C1(CCCCC1)C(C=1SC2=C(C1C)C=CC=C2)NC=2C=CC(=NC2)C(=O)N(CCC(=O)OCC)C (Ethyl 3-{[(5-{[cyclohexyl(3-methyl-1-benzothiophen-2-yl)methyl]amino}pyridin-2-yl)carbonyl](methyl)amino}propanoate), [OH-].[Li+] (lithium hydroxide), CCCCCC.CC(C)O (hexane 2-propanol), C(C)O (ethanol). Solvent: O1CCCC1 (tetrahydrofuran). Reaction conditions: time 1 hour. Product: C1(CCCCC1)C(C=1SC2=C(C1C)C=CC=C2)NC=2C=CC(=NC2)C(=O)N(CCC(=O)O)C (3-{[(5-{[cyclohexyl(3-methyl-1-benzothiophen-2-yl)methyl]amino}pyridin-2-yl)carbonyl](methyl)amino}propanoic acid). As a reaction SMILES: [CH:1]1([CH:7]([NH:18][C:19]2[CH:20]=[CH:21][C:22]([C:25]([N:27]([CH3:35])[CH2:28][CH2:29][C:30]([O:32]CC)=[O:31])=[O:26])=[N:23][CH:24]=2)[C:8]2[S:9][C:10]3[CH:17]=[CH:16][CH:15]=[CH:14][C:11]=3[C:12]=2[CH3:13])[CH2:6][CH2:5][CH2:4][CH2:3][CH2:2]1.CCCCCC.CC(O)C.C(O)C.[OH-].[Li+]>O1CCCC1>[CH:1]1([CH:7]([NH:18][C:19]2[CH:20]=[CH:21][C:22]([C:25]([N:27]([CH3:35])[CH2:28][CH2:29][C:30]([OH:32])=[O:31])=[O:26])=[N:23][CH:24]=2)[C:8]2[S:9][C:10]3[CH:17]=[CH:16][CH:15]=[CH:14][C:11]=3[C:12]=2[CH3:13])[CH2:6][CH2:5][CH2:4][CH2:3][CH2:2]1 |f:1.2,4.5|. Procedure details: Ethyl 3-{[(5-{[cyclohexyl(3-methyl-1-benzothiophen-2-yl)methyl]amino}pyridin-2-yl)carbonyl](methyl)amino}propanoate (9.31 g) synthesized in Example A59(3) was fractionated by high performance liquid chromatography (column: CHIRALPAK AD (50 mm ID×500 mL, manufactured by Daicel Chemical Industries, Ltd., mobile phase: hexane/2-propanol (700/300-200/800), flow rate: 60 mL/min-50 mL/min, column temperature: room temperature). The fraction containing an optically active form having a shorter retentio... Starting materials: O=C(Cl)C(=O)Cl, ClCCl, O=C(O)c1cc(F)c(F)c(F)c1F, CN(C)C=O. Product: O=C(Cl)c1cc(F)c(F)c(F)c1F. RXN SMILES: [Cl:19][C:20]([C:21]([Cl:22])=[O:23])=[O:24].[Cl:25][CH2:26][Cl:27].[F:1][c:2]1[c:3]([C:4](=[O:5])[OH:6])[cH:7][c:8]([F:13])[c:9]([F:12])[c:10]1[F:11].[O:14]=[CH:15][N:16]([CH3:17])[CH3:18]>>[F:1][c:2]1[c:3]([C:4](=[O:5])[Cl:19])[cH:7][c:8]([F:13])[c:9]([F:12])[c:10]1[F:11]. As a reaction SMILES: [CH2:1]([CH3:2])[N:3]([CH2:4][CH2:5][CH2:6][CH2:7][C:8](=[O:9])[c:10]1[cH:11][c:12]2[c:20]([cH:21][cH:22]1)-[c:19]1[c:14]([cH:15][c:16]([C:23]([CH2:24][CH2:25][CH2:26][CH2:27][N:28]([CH2:29][CH3:30])[CH2:31][CH3:32])=[O:33])[cH:17][cH:18]1)[CH2:13]2)[CH2:34][CH3:35].[CH2:37]([N+:38]([CH3:39])([CH3:40])[CH3:41])[c:42]1[cH:43][cH:44][cH:45][cH:46][cH:47]1.[O:48].[OH-:36].[cH:49]1[cH:50][cH:51][n:52][cH:53][cH:54]1>>[CH2:1]([CH3:2])[N:3]([CH2:4][CH2:5][CH2:6][CH2:7][C:8](=[O:9])[c:10]1[cH:11][c:12]2[c:20]([cH:21][cH:22]1)-[c:19]1[c:14]([cH:15][c:16]([C:23]([CH2:24][CH2:25][CH2:26][CH2:27][N:28]([CH2:29][CH3:30])[CH2:31][CH3:32])=[O:33])[cH:17][cH:18]1)[C:13]2=[O:36])[CH2:34][CH3:35]. Starting materials: CCN(CC)CCCCC(=O)c1ccc2c(c1)Cc1cc(C(=O)CCCCN(CC)CC)ccc1-2, C[N+](C)(C)Cc1ccccc1, O, [OH-], c1ccncc1. Product: CCN(CC)CCCCC(=O)c1ccc2c(c1)C(=O)c1cc(C(=O)CCCCN(CC)CC)ccc1-2. Reactants: solid, FC1=CC2=C(C(=NO2)C2CCNCC2)C=C1 (6-fluoro-3-(4-piperidinyl)-1,2-benzisoxazole), C(=O)([O-])[O-].[K+].[K+] (K2CO3), BrCCCOC1=C(C=C(C=C1)C(C)=O)SC (1-[4-(3-bromopropoxy)-3-methylmercaptophenyl]ethanone). Solvent: C(C)#N (acetonitrile). The product is FC1=CC2=C(C(=NO2)C2CCN(CC2)CCCOC2=C(C=C(C=C2)C(C)=O)SC)C=C1 (1-[4-[3-[4-(6-fluoro-1,2-benzoisoxazol-3-yl]-1-piperidinyl]propoxy]-3-methylmercaptophenyl]ethanone). RXN SMILES: [F:1][C:2]1[CH:16]=[CH:15][C:5]2[C:6]([CH:9]3[CH2:14][CH2:13][NH:12][CH2:11][CH2:10]3)=[N:7][O:8][C:4]=2[CH:3]=1.C([O-])([O-])=O.[K+].[K+].Br[CH2:24][CH2:25][CH2:26][O:27][C:28]1[CH:33]=[CH:32][C:31]([C:34](=[O:36])[CH3:35])=[CH:30][C:29]=1[S:37][CH3:38]>C(#N)C>[F:1][C:2]1[CH:16]=[CH:15][C:5]2[C:6]([CH:9]3[CH2:10][CH2:11][N:12]([CH2:24][CH2:25][CH2:26][O:27][C:28]4[CH:33]=[CH:32][C:31]([C:34](=[O:36])[CH3:35])=[CH:30][C:29]=4[S:37][CH3:38])[CH2:13][CH2:14]3)=[N:7][O:8][C:4]=2[CH:3]=1 |f:1.2.3|. Reported procedure: A stirred mixture of 6-fluoro-3-(4-piperidinyl)-1,2-benzisoxazole (1.88 g, 8.5 mmol), K2CO3 (1.8 g) and 1-[4-(3-bromopropoxy)-3-methylmercaptophenyl]ethanone (2.3 g, 7.6 mmol) in acetonitrile (100 ml) was heated at reflux for 4 hours. At the end of the reaction, the solvent was concentrated, then diluted with dichloromethane (250 ml). The insolubles were filtered off. The dichloromethane solution was concentrated to dryness as an oil. Purification was effected by flash chromatography on a silica... Reactants: 396b, ClC1=NN2C(C(=CC=C2)NCC2=CC=C(C=C2)F)=N1 ((2-chloro-[1,2,4]triazolo[1,5-a]pyridin-8-yl)-(4-fluoro-benzyl)-amine), CN1CCN(CC1)C=1C=C(N)C=CC1 (3-(4-methylpiperazin-1-yl)aniline), BrC=1C=2N(C=CC1)N=C(N2)Cl (8-bromo-2-chloro-[1,2,4]triazolo[1,5-a]pyridine), FC1=CC=C(CN)C=C1 (4-fluorobenzylamine). The product is FC1=CC=C(CN)C=C1 ((4-fluoro-benzyl)-amine), FC1=CC=C(CNC=2C=3N(C=CC2)N=C(N3)NC3=CC(=CC=C3)N3CCN(CC3)C)C=C1 (N(8)-(4-Fluoro-benzyl)-N(2)-[3-(4-methyl-piperazin-1-yl)-phenyl]-[1,2,4]triazolo[1,5-a]pyridine-2,8-diamine), foam. Isolated yield 18.5%. Reaction SMILES: BrC1C2N(N=C(Cl)N=2)C=CC=1.[F:12][C:13]1[CH:20]=[CH:19][C:16]([CH2:17][NH2:18])=[CH:15][CH:14]=1.Cl[C:22]1[N:39]=[C:25]2[C:26]([NH:30][CH2:31][C:32]3[CH:37]=[CH:36][C:35]([F:38])=[CH:34][CH:33]=3)=[CH:27][CH:28]=[CH:29][N:24]2[N:23]=1.[CH3:40][N:41]1[CH2:46][CH2:45][N:44]([C:47]2[CH:48]=[C:49]([CH:51]=[CH:52][CH:53]=2)[NH2:50])[CH2:43][CH2:42]1>>[F:12][C:13]1[CH:20]=[CH:19][C:16]([CH2:17][NH2:18])=[CH:15][CH:14]=1.[F:38][C:35]1[CH:36]=[CH:37][C:32]([CH2:31][NH:30][C:26]2[C:25]3[N:24]([N:23]=[C:22]([NH:50][C:49]4[CH:51]=[CH:52][CH:53]=[C:47]([N:44]5[CH2:43][CH2:42][N:41]([CH3:40])[CH2:46][CH2:45]5)[CH:48]=4)[N:39]=3)[CH:29]=[CH:28][CH:27]=2)=[CH:33][CH:34]=1. Procedure details: 2-Chloro-[1,2,4]triazolo[1,5-a]pyridin-8-yl)-(4-fluoro-benzyl)-amine was prepared from 8-bromo-2-chloro-[1,2,4]triazolo[1,5-a]pyridine (2.00 g, 8.60 mmol), and 4-fluorobenzylamine (1.11 mL, 9.72 mmol) in a manner analogous to Example 2d. Product isolated as an off-white solid, (1.94 g. 82%). 1H NMR (400 MHz, (D3C)2SO, δ, ppm): 8.08 (d, J=6.5 Hz, 1H), 7.42 (m, 2H), 7.29 (m, 1H), 7.13 (t, J=17.1, 8.6 Hz, 2H), 6.95 (t, J=14.7, 7.3 Hz, 1H), 6.42 (d, J=7.8 Hz, 1H), 4.45 (d, J=6.0 Hz, 2H). 396b) N(8)-... Starting materials: O=C([O-])[O-], COC(C)(C)C, C1CCCCC1, COC(C)(C)C(C#N)=NO, CN(C)C=O, CC(C)=O, Fc1ccc(-c2nc(CCl)co2)cc1, [K+], [K+]. The product is COC(C)(C)C(C#N)=NOCc1coc(-c2ccc(F)cc2)n1. As a reaction SMILES: [C:11](=[O:12])([O-:13])[O-:14].[C:40]([O:41][CH3:42])([CH3:43])([CH3:44])[CH3:45].[CH2:46]1[CH2:47][CH2:48][CH2:49][CH2:50][CH2:51]1.[CH3:1][O:2][C:3]([C:4]([C:5]#[N:6])=[N:7][OH:8])([CH3:9])[CH3:10].[CH3:31][N:32]([CH3:33])[CH:34]=[O:35].[CH3:36][C:37]([CH3:38])=[O:39].[Cl:17][CH2:18][c:19]1[n:20][c:21](-[c:24]2[cH:25][cH:26][c:27]([F:30])[cH:28][cH:29]2)[o:22][cH:23]1.[K+:15].[K+:16]>>[CH3:1][O:2][C:3]([C:4]([C:5]#[N:6])=[N:7][O:8][CH2:18][c:19]1[n:20][c:21](-[c:24]2[cH:25][cH:26][c:27]([F:30])[cH:28][cH:29]2)[o:22][cH:23]1)([CH3:9])[CH3:10]. Reactants: CC1(OCCO1)C1=CC=C(O1)CN1N=CC(=C1)N (1-[5-(2-methyl-[1,3]dioxolan-2-yl)-furan-2-ylmethyl]-1H-pyrazol-4-ylamine), CN(C=1C=C(C=CC1)C1=C(N=CO1)C(=O)O)C (5-(3-dimethylamino-phenyl)-oxazole-4-carboxylic acid). Product: C(C)(=O)C1=CC=C(O1)CN1N=CC(=C1)NC(=O)C=1N=COC1C1=CC(=CC=C1)N(C)C (5-(3-Dimethylamino-phenyl)-oxazole-4-carboxylic acid [1-(5-acetyl-furan-2-ylmethyl)-1H-pyrazol-4-yl]-amide). Reaction SMILES: [CH3:1][C:2]1([C:7]2[O:11][C:10]([CH2:12][N:13]3[CH:17]=[C:16]([NH2:18])[CH:15]=[N:14]3)=[CH:9][CH:8]=2)[O:6]CCO1.[CH3:19][N:20]([CH3:35])[C:21]1[CH:22]=[C:23]([C:27]2[O:31][CH:30]=[N:29][C:28]=2[C:32](O)=[O:33])[CH:24]=[CH:25][CH:26]=1>>[C:2]([C:7]1[O:11][C:10]([CH2:12][N:13]2[CH:17]=[C:16]([NH:18][C:32]([C:28]3[N:29]=[CH:30][O:31][C:27]=3[C:23]3[CH:24]=[CH:25][CH:26]=[C:21]([N:20]([CH3:35])[CH3:19])[CH:22]=3)=[O:33])[CH:15]=[N:14]2)=[CH:9][CH:8]=1)(=[O:6])[CH3:1]. Procedure details: Following general procedure B followed by C, starting from 1-[5-(2-methyl-[1,3]dioxolan-2-yl)-furan-2-ylmethyl]-1H-pyrazol-4-ylamine and 5-(3-dimethylamino-phenyl)-oxazole-4-carboxylic acid. LC-MS-conditions 02: tR=0.79 min; [M+H]+=420.50. Reactants: FC1=CC=C(C=C1)N=C=O (4-Fluorophenyl isocyanate), NN1C=NC2=CC=CC=C2C1=O (3-amino-4(3H)-quinazolinone). The solvent is ClCCCl (1,2-dichloroethane). Reaction conditions: temperature 0 celsius. The product is O=C1N(C=NC2=CC=CC=C12)NC(=O)NC1=CC=C(C=C1)F (1-(3,4-Dihydro-4-oxo-3-quinazolinyl)-3-(p-fluorophenyl)urea). As a reaction SMILES: [F:1][C:2]1[CH:7]=[CH:6][C:5]([N:8]=[C:9]=[O:10])=[CH:4][CH:3]=1.[NH2:11][N:12]1[C:21](=[O:22])[C:20]2[C:15](=[CH:16][CH:17]=[CH:18][CH:19]=2)[N:14]=[CH:13]1>ClCCCl>[O:22]=[C:21]1[C:20]2[C:15](=[CH:16][CH:17]=[CH:18][CH:19]=2)[N:14]=[CH:13][N:12]1[NH:11][C:9]([NH:8][C:5]1[CH:6]=[CH:7][C:2]([F:1])=[CH:3][CH:4]=1)=[O:10]. Reported procedure: 4-Fluorophenyl isocyanate (0.74 mL, 6.51 mmol) is added to a mixture of 3-amino-4(3H)-quinazolinone (1.00 g, 6.21 mmol) in 1,2-dichloroethane at reflux. The reaction mixture is heated at reflux for 18 hours, cooled to 0° C. and filtered. The filter cake is washed with ether and dried to give the title product as a white solid, 1.64 g (89%), mp 237°-238° C. The reactants are ClCCN=C=O (2-Chloroethylisocyanate), CN(CCCCCCCCCCCC)C (N,N-Dimethyl-N-dodecylamine). The solvent is CS(=O)C (DMSO). Conditions: time 8 hour. Product: C[NH+](CCCCCCCCCCCC)C.C(C)NC(=O)N (N,N-Dimethyl-N-dodecylammonium N-ethylurea). Reaction SMILES: Cl[CH2:2][CH2:3][N:4]=[C:5]=[O:6].[CH3:7][N:8]([CH3:21])[CH2:9][CH2:10][CH2:11][CH2:12][CH2:13][CH2:14][CH2:15][CH2:16][CH2:17][CH2:18][CH2:19][CH3:20]>CS(C)=O>[CH3:7][NH+:8]([CH3:21])[CH2:9][CH2:10][CH2:11][CH2:12][CH2:13][CH2:14][CH2:15][CH2:16][CH2:17][CH2:18][CH2:19][CH3:20].[CH2:3]([NH:4][C:5]([NH2:8])=[O:6])[CH3:2] |f:3.4|. Procedure: 2-Chloroethylisocyanate (0.2 ml; 2 mmol) was added to a solution of BHAlyslys2lys4lys8lys16.32CF3COOH (300 mg) in dry DMSO (5 ml) and then N,N-Dimethyl-N-dodecylamine (3.0 ml) was added and the solution stirred overnight at room temperature under nitrogen. The resulting inhomogeneous mixture was then heated at 80° C. for 3 days. The mixture was then cooled and concentrated under high vacuum to give viscous oil. The crude product was purified by gel filtration (Sephadex LH20; 2.5×50 cm; MeOH) to ...